This data is from the Open Reaction Database (ORD), a public repository of structured organic reaction records. The task is: describe an organic reaction: reactants, conditions, products, and yield Reported procedure: To a solution of tert-butyl 2-(4-aminobenzoyl)hydrazinecarboxylate (1.0 g, 3.98 mmol) in anhydrous pyridine (20 mL) was added dropwise methyl 4-(chlorocarbonyl)benzoate (TCI) (948 mg, 4.78 mmol) at rt. After 50 min, aminomethyl resin (Polymers Laboratories PL-AMS, 1.96 mmol/g, 960 mg) was added and the resulting mixture was stirred for 22 hrs at rt After filtration and rinsing the resin, water (160 mL) was added into the filtrate and a white solid precipitated out. Filtration and washing with wa... The yield is 85.7%. The product is COC(=O)C1=CC=C(C(=O)NC2=CC=C(C(=O)NNC(=O)OC(C)(C)C)C=C2)C=C1 (tert-butyl 2-(4-{[4-(methoxycarbonyl)benzoyl]amino}benzoyl)hydrazinecarboxylate). As a reaction SMILES: [NH2:1][C:2]1[CH:18]=[CH:17][C:5]([C:6]([NH:8][NH:9][C:10]([O:12][C:13]([CH3:16])([CH3:15])[CH3:14])=[O:11])=[O:7])=[CH:4][CH:3]=1.Cl[C:20]([C:22]1[CH:31]=[CH:30][C:25]([C:26]([O:28][CH3:29])=[O:27])=[CH:24][CH:23]=1)=[O:21]>N1C=CC=CC=1>[CH3:29][O:28][C:26]([C:25]1[CH:30]=[CH:31][C:22]([C:20]([NH:1][C:2]2[CH:3]=[CH:4][C:5]([C:6]([NH:8][NH:9][C:10]([O:12][C:13]([CH3:15])([CH3:14])[CH3:16])=[O:11])=[O:7])=[CH:17][CH:18]=2)=[O:21])=[CH:23][CH:24]=1)=[O:27]. Run at time 50 minute. Reactants: NC1=CC=C(C(=O)NNC(=O)OC(C)(C)C)C=C1 (tert-butyl 2-(4-aminobenzoyl)hydrazinecarboxylate), ClC(=O)C1=CC=C(C(=O)OC)C=C1 (methyl 4-(chlorocarbonyl)benzoate). Run in N1=CC=CC=C1 (pyridine). Reactants: C(CC(=O)OCC)(=O)OCC (diethyl malonate), [H-].[Na+] (NaH), C(C)(C)(C)OC(NC1=NC=C(C=C1)CBr)=O ((5-bromomethyl-pyridin-2-yl)-carbamic acid tert-butyl ester). Run in C1CCOC1 (THF), C1CCOC1 (THF). Conditions: time 15 minute. Yields the product C(C)OC(C(C(=O)OCC)CC=1C=NC(=CC1)NC(=O)OC(C)(C)C)=O (2-(6-tert-butoxycarbonylamino-pyridin-3-ylmethyl)-malonic acid diethyl ester). Isolated yield 43.7%. RXN SMILES: [H-].[Na+].[C:3]([O:11][CH2:12][CH3:13])(=[O:10])[CH2:4][C:5]([O:7][CH2:8][CH3:9])=[O:6].[C:14]([O:18][C:19](=[O:29])[NH:20][C:21]1[CH:26]=[CH:25][C:24]([CH2:27]Br)=[CH:23][N:22]=1)([CH3:17])([CH3:16])[CH3:15]>C1COCC1>[CH2:12]([O:11][C:3](=[O:10])[CH:4]([CH2:27][C:24]1[CH:23]=[N:22][C:21]([NH:20][C:19]([O:18][C:14]([CH3:17])([CH3:16])[CH3:15])=[O:29])=[CH:26][CH:25]=1)[C:5]([O:7][CH2:8][CH3:9])=[O:6])[CH3:13] |f:0.1|. Reported procedure: To a suspension of NaH (0.49 g, 16.3 mmol, 80%) in THF (15 mL) at 0° C. was added diethyl malonate (2.61 g, 16.3 mmol). The mixture was stirred for 15 min and was then added dropwise to a refluxed mixture of (5-bromomethyl-pyridin-2-yl)-carbamic acid tert-butyl ester (3.90 g, 13.6 mmol) in THF (25 mL), and the resulting solution was refluxed for 15 min. After evaporation of the solvent, the crude product was purified by flash chromatography (methanol/CH2Cl2, 1:100→2.5:100) to give 2-(6-tert-buto... The reactants are COc1ccccc1CNc1nc(Br)cnc1N, O=C([O-])[O-], Cc1ccccc1, [Na+], [Na+], OB(O)c1ccc(Oc2ccccc2)cc1. The product is COc1ccccc1CNc1nc(-c2ccc(Oc3ccccc3)cc2)cnc1N. Reaction SMILES: [Br:1][c:2]1[n:3][c:4]([NH:9][CH2:10][c:11]2[c:12]([O:17][CH3:18])[cH:13][cH:14][cH:15][cH:16]2)[c:5]([NH2:8])[n:6][cH:7]1.[C:35](=[O:36])([O-:37])[O-:38].[CH3:41][c:42]1[cH:43][cH:44][cH:45][cH:46][cH:47]1.[Na+:39].[Na+:40].[O:19]([c:20]1[cH:21][cH:22][cH:23][cH:24][cH:25]1)[c:26]1[cH:27][cH:28][c:29]([B:32]([OH:33])[OH:34])[cH:30][cH:31]1>>[c:2]1(-[c:29]2[cH:28][cH:27][c:26]([O:19][c:20]3[cH:21][cH:22][cH:23][cH:24][cH:25]3)[cH:31][cH:30]2)[n:3][c:4]([NH:9][CH2:10][c:11]2[c:12]([O:17][CH3:18])[cH:13][cH:14][cH:15][cH:16]2)[c:5]([NH2:8])[n:6][cH:7]1.